Dataset: the Open Reaction Database (ORD), a public repository of structured organic reaction records. Task: describe an organic reaction: reactants, conditions, products, and yield Starting materials: FC1=CC=C(C=C1)C(C(=CO)C)C1=CC=C(C=C1)F (3,3-bis(4-fluorophenyl)-2-methylpropenol), [Cr](=O)(=O)([O-])Cl.[NH+]1=CC=CC=C1 (pyridinium chlorochromate). The solvent is ClCCl (dichloromethane). Product: FC1=CC=C(C=C1)C(=C(C=O)C)C1=CC=C(C=C1)F (3,3-bis(4-fluorophenyl)-2-methylpropenal). Isolated yield 36.9%. RXN SMILES: [F:1][C:2]1[CH:7]=[CH:6][C:5]([CH:8]([C:13]2[CH:18]=[CH:17][C:16]([F:19])=[CH:15][CH:14]=2)[C:9]([CH3:12])=[CH:10][OH:11])=[CH:4][CH:3]=1.[Cr](Cl)([O-])(=O)=O.[NH+]1C=CC=CC=1>ClCCl>[F:1][C:2]1[CH:7]=[CH:6][C:5]([C:8]([C:13]2[CH:14]=[CH:15][C:16]([F:19])=[CH:17][CH:18]=2)=[C:9]([CH3:12])[CH:10]=[O:11])=[CH:4][CH:3]=1 |f:1.2|. Reported procedure: A solution of 3,3-bis(4-fluorophenyl)-2-methylpropenol (5.5 g, 21 mmol) and pyridinium chlorochromate (5.5 g) in 150 mL dichloromethane was stirred for 16 hours. The mixture was concentrated in vacuo and the dark residue extracted with several 50 mL volumes of hexane. The hexane solution was chromatographed on silica gel eluting with 2% ethyl acetate in hexane to give 2.0 g of the title compound; m.p. =77°-80° C.